The task is: describe an organic reaction: reactants, conditions, products, and yield. This data is from the Open Reaction Database (ORD), a public repository of structured organic reaction records. Starting materials: c1ccc2c(c1)CCCN2, [H-], CI, [Na+], C1CCOC1. The product is CN1CCCc2ccccc21. Reaction SMILES: [CH2:3]1[CH2:4][NH:5][c:6]2[cH:7][cH:8][cH:9][cH:10][c:11]2[CH2:12]1.[H-:2].[I:13][CH3:14].[Na+:1].[O:15]1[CH2:16][CH2:17][CH2:18][CH2:19]1>>[CH2:3]1[CH2:4][N:5]([CH3:14])[c:6]2[cH:7][cH:8][cH:9][cH:10][c:11]2[CH2:12]1.